Dataset: the Open Reaction Database (ORD), a public repository of structured organic reaction records. Task: describe an organic reaction: reactants, conditions, products, and yield Starting materials: C([O-])([O-])=O.[Na+].[Na+] (sodium carbonate), ClC=1N=CC2=C(N(CC(C(N2C)=O)(F)F)CCOC2=CC=CC=C2)N1 (2-chloro-7,7-difluoro-5-methyl-9-(2-phenoxy-ethyl)-5,7,8,9-tetrahydro-pyrimido[4,5-b][1,4]diazepin-6-one), NC1=C(C=C(C(=O)NC2CCN(CC2)C)C=C1)OC (4-amino-3-methoxy-N-(1-methyl-piperidin-4-yl)-benzamide), O.C1(=CC=C(C=C1)S(=O)(=O)O)C (p-toluenesulfonic acid monohydrate). Solvent: ClCCl (dichloromethane), C(C)(C)O (isopropanol). The product is FC1(C(N(C2=C(N(C1)CCOC1=CC=CC=C1)N=C(N=C2)NC2=C(C=C(C(=O)NC1CCN(CC1)C)C=C2)OC)C)=O)F (4-[7,7-difluoro-5-methyl-6-oxo-9-(2-phenoxy-ethyl)-6,7,8,9-tetrahydro-5H-pyrimido[4,5-b][1,4]diazepin-2-ylamino]-3-methoxy-N-(1-methyl-piperidin-4-yl)-benzamide). The yield is 0.0%. RXN SMILES: Cl[C:2]1[N:3]=[CH:4][C:5]2[N:11]([CH3:12])[C:10](=[O:13])[C:9]([F:15])([F:14])[CH2:8][N:7]([CH2:16][CH2:17][O:18][C:19]3[CH:24]=[CH:23][CH:22]=[CH:21][CH:20]=3)[C:6]=2[N:25]=1.[NH2:26][C:27]1[CH:42]=[CH:41][C:30]([C:31]([NH:33][CH:34]2[CH2:39][CH2:38][N:37]([CH3:40])[CH2:36][CH2:35]2)=[O:32])=[CH:29][C:28]=1[O:43][CH3:44].O.C1(C)C=CC(S(O)(=O)=O)=CC=1.C(=O)([O-])[O-].[Na+].[Na+]>ClCCl.C(O)(C)C>[F:14][C:9]1([F:15])[CH2:8][N:7]([CH2:16][CH2:17][O:18][C:19]2[CH:24]=[CH:23][CH:22]=[CH:21][CH:20]=2)[C:6]2[N:25]=[C:2]([NH:26][C:27]3[CH:42]=[CH:41][C:30]([C:31]([NH:33][CH:34]4[CH2:35][CH2:36][N:37]([CH3:40])[CH2:38][CH2:39]4)=[O:32])=[CH:29][C:28]=3[O:43][CH3:44])[N:3]=[CH:4][C:5]=2[N:11]([CH3:12])[C:10]1=[O:13] |f:2.3,4.5.6|. Reported procedure: The mixture of 0.08 g (0.22 mole) of 2-chloro-7,7-difluoro-5-methyl-9-(2-phenoxy-ethyl)-5,7,8,9-tetrahydro-pyrimido[4,5-b][1,4]diazepin-6-one (VII-304), 0.070 g (0.26 mole) of 4-amino-3-methoxy-N-(1-methyl-piperidin-4-yl)-benzamide, 0.062 g (0.33 mole) of p-toluenesulfonic acid monohydrate and 4 mL of isopropanol was heated in a pressure tube at 140 degrees overnight. After cooling, dichloromethane and saturated sodium carbonate were added. The mixture was extracted twice with dichloromethane. T... Starting materials: NC(CC(C(=O)OCC)C)C1=C(C=CC=C1OC)OC (ethyl 4-amino-4-(2,6-dimethoxyphenyl)-2-methylbutanoate), FCCOC1=CC=C(C=O)C=C1 (4-(2-fluoroethoxy)benzaldehyde). Product: COC1=C(C(=CC=C1)OC)C1CC(C(N1CC1=CC=C(C=C1)OCCF)=O)C (5-(2,6-dimethoxyphenyl)-1-(4-(2-fluoroethoxy)benzyl)-3-methylpyrrolidin-2-one). As a reaction SMILES: [NH2:1][CH:2]([C:11]1[C:16]([O:17][CH3:18])=[CH:15][CH:14]=[CH:13][C:12]=1[O:19][CH3:20])[CH2:3][CH:4]([CH3:10])[C:5]([O:7]CC)=O.[F:21][CH2:22][CH2:23][O:24][C:25]1[CH:32]=[CH:31][C:28]([CH:29]=O)=[CH:27][CH:26]=1>>[CH3:18][O:17][C:16]1[CH:15]=[CH:14][CH:13]=[C:12]([O:19][CH3:20])[C:11]=1[CH:2]1[N:1]([CH2:29][C:28]2[CH:27]=[CH:26][C:25]([O:24][CH2:23][CH2:22][F:21])=[CH:32][CH:31]=2)[C:5](=[O:7])[CH:4]([CH3:10])[CH2:3]1. Reported procedure: Prepared according to the described general procedure 2 (GP2) by reaction of ethyl 4-amino-4-(2,6-dimethoxyphenyl)-2-methylbutanoate with 4-(2-fluoroethoxy)benzaldehyde. Subsequent purification by preparative HPLC afforded the target compound. LC-MS (conditions A): tR=0.81 min.; [M+H]+: 388.05 g/mol. Starting materials: Cc1ccccc1, COC(=O)c1cccc(-c2nc(COc3ccc(CO)cc3OC)c(C)o2)c1, O=S(Cl)Cl. The product is COC(=O)c1cccc(-c2nc(COc3ccc(CCl)cc3OC)c(C)o2)c1. RXN SMILES: [CH3:33][c:34]1[cH:35][cH:36][cH:37][cH:38][cH:39]1.[OH:1][CH2:2][c:3]1[cH:4][c:5]([O:27][CH3:28])[c:6]([O:7][CH2:8][c:9]2[n:10][c:11](-[c:15]3[cH:16][c:17]([C:18](=[O:19])[O:20][CH3:21])[cH:22][cH:23][cH:24]3)[o:12][c:13]2[CH3:14])[cH:25][cH:26]1.[S:29]([Cl:30])([Cl:31])=[O:32]>>[CH2:2]([c:3]1[cH:4][c:5]([O:27][CH3:28])[c:6]([O:7][CH2:8][c:9]2[n:10][c:11](-[c:15]3[cH:16][c:17]([C:18](=[O:19])[O:20][CH3:21])[cH:22][cH:23][cH:24]3)[o:12][c:13]2[CH3:14])[cH:25][cH:26]1)[Cl:31]. Starting materials: COC(=O)C1CC=C(CC1)N1CCC(CC1)CCCCC (1-(4-methoxycarbonylcyclohexen-1-yl)-4-pentylpiperidine), C1(=CC=C(C=C1)S(=O)(=O)O)C (p-toluenesulfonic acid), COC(=O)C1CCC(=O)CC1 (methyl cyclohexanone-4-carboxylate), C(CCCC)C1CCNCC1 (4-pentylpiperidine). Reagents/catalysts: [Pd] (Pd-C). The solvent is C1(=CC=CC=C1)C (toluene), C1CCOC1 (THF). The product is COC(=O)[C@@H]1CC[C@H](CC1)N1CCC(CC1)CCCCC (1-(trans-4-methoxycarbonylcyclohexyl)4-pentylpiperidine). RXN SMILES: [CH3:1][O:2][C:3]([CH:5]1[CH2:10][CH2:9][C:8]([N:11]2[CH2:16][CH2:15][CH:14]([CH2:17][CH2:18][CH2:19][CH2:20][CH3:21])[CH2:13][CH2:12]2)=[CH:7][CH2:6]1)=[O:4].COC(C1CCC(=O)CC1)=O.C(C1CCNCC1)CCCC.C1(C)C=CC(S(O)(=O)=O)=CC=1>C1(C)C=CC=CC=1.C1COCC1.[Pd]>[CH3:1][O:2][C:3]([C@H:5]1[CH2:6][CH2:7][C@H:8]([N:11]2[CH2:16][CH2:15][CH:14]([CH2:17][CH2:18][CH2:19][CH2:20][CH3:21])[CH2:13][CH2:12]2)[CH2:9][CH2:10]1)=[O:4]. Reported procedure: A solution of 5 g of 1-(4-methoxycarbonylcyclohexen-1-yl)-4-pentylpiperidine (b.p. 171°/0.4 mm Hg, obtainable from methyl cyclohexanone-4-carboxylate and 4-pentylpiperidine in toluene in the presence of p-toluenesulfonic acid) in 50 ml of THF is hydrogenated under 2 bar of H2 using 0.5 g of 10% Pd-C; the catalyst is filtered off; and the filtrate is evaporated to dryness to give 1-(trans-4-methoxycarbonylcyclohexyl)4-pentylpiperidine, m.p. 5°, b.p. 177°/0.27 mbar. Reactants: CCC1(C(=O)OC)Cc2cc(C(C)=O)ccc2O1, O=C(OO)c1cccc(Cl)c1, ClCCl, [Na+], O=C([O-])O. Product: CCC1(C(=O)OC)Cc2cc(O)ccc2O1. RXN SMILES: [C:1](=[O:2])([CH3:3])[c:4]1[cH:5][cH:6][c:7]2[c:8]([cH:18]1)[CH2:9][C:10]([C:12](=[O:13])[O:14][CH3:15])([CH2:16][CH3:17])[O:11]2.[Cl:19][c:20]1[cH:21][cH:22][cH:23][c:24]([C:25]([O:26][OH:28])=[O:27])[cH:29]1.[Cl:35][CH2:36][Cl:37].[Na+:34].[O-:30][C:31]([OH:32])=[O:33]>>[c:4]1([OH:27])[cH:5][cH:6][c:7]2[c:8]([cH:18]1)[CH2:9][C:10]([C:12](=[O:13])[O:14][CH3:15])([CH2:16][CH3:17])[O:11]2. Yields the product C(C)(=O)[O-].[NH+]1=CNC=C1 (Imidazolium Acetate). Reported procedure: 4.92 g of phenyltrimethoxysilane, 72.46 g of tetraethoxysilane, 22.06 g of methyltriethoxysilane, 0.55 g of the 30% ethanol solution of triethoxysilylpropyl-4,5-dihydroimidazolium acetate, and 150 g of acetone were charged into a 500 mL flask to be dissolved and the resultant mixed solution was warmed while stirring the mixed solution with a magnetic stirrer to reflux. Next, 33.13 g of 0.01 M hydrochloric acid was added to the mixed solution. The mixed solution was subjected to the reaction for ... The reactants are Cl (hydrochloric acid), C(C)OCC(C)O (propylene glycol monoethyl ether), Cl (hydrochloric acid), C1(=CC=CC=C1)[Si](OC)(OC)OC (phenyltrimethoxysilane), C(C)O[Si](OCC)(OCC)OCC (tetraethoxysilane), C[Si](OCC)(OCC)OCC (methyltriethoxysilane), C(C)(=O)[O-].C(C)O[Si](OCC)(OCC)CCC[NH+]1C=NCC1 (triethoxysilylpropyl-4,5-dihydroimidazolium acetate). Reaction SMILES: C1([Si](OC)(OC)OC)C=CC=CC=1.C(O[Si](OCC)(OCC)OCC)C.C[Si](OCC)(OCC)OCC.[C:38]([O-:41])(=[O:40])[CH3:39].C(O[Si](CCC[NH+:55]1[CH2:59][CH2:58][N:57]=[CH:56]1)(OCC)OCC)C.Cl.C(OCC(O)C)C>O.CC(C)=O.CO.C(O)C>[C:38]([O-:41])(=[O:40])[CH3:39].[NH+:55]1[CH:59]=[CH:58][NH:57][CH:56]=1 |f:3.4,11.12|. Run in O (water), CC(=O)C (acetone), CO (methanol), C(C)O (ethanol), CC(=O)C (acetone), C(C)O (ethanol). Starting materials: C1CCOC1, COC(=O)C(Cc1ccc(O)c(OC)c1)OC, [Li+], [OH-]. The product is COc1cc(CC(OC)C(=O)O)ccc1O. As a reaction SMILES: [CH2:20]1[O:21][CH2:22][CH2:23][CH2:24]1.[CH3:3][O:4][C:5]([CH:6]([CH2:7][c:8]1[cH:9][c:10]([O:15][CH3:16])[c:11]([OH:14])[cH:12][cH:13]1)[O:17][CH3:18])=[O:19].[Li+:1].[OH-:2]>>[O:4]=[C:5]([CH:6]([CH2:7][c:8]1[cH:9][c:10]([O:15][CH3:16])[c:11]([OH:14])[cH:12][cH:13]1)[O:17][CH3:18])[OH:19]. Starting materials: O=C(Cl)OCC(Cl)(Cl)Cl, C1CCOC1, O, c1ccncc1, Nc1ccc2[nH]cnc2c1. The product is O=C(Nc1ccc2[nH]cnc2c1)OCC(Cl)(Cl)Cl. RXN SMILES: [Cl:17][C:18](=[O:19])[O:20][CH2:21][C:22]([Cl:23])([Cl:24])[Cl:25].[O:27]1[CH2:28][CH2:29][CH2:30][CH2:31]1.[OH2:26].[cH:11]1[cH:12][cH:13][n:14][cH:15][cH:16]1.[nH:1]1[cH:2][n:3][c:4]2[c:5]1[cH:6][cH:7][c:8]([NH2:10])[cH:9]2>>[nH:1]1[cH:2][n:3][c:4]2[c:5]1[cH:6][cH:7][c:8]([NH:10][C:18](=[O:19])[O:20][CH2:21][C:22]([Cl:23])([Cl:24])[Cl:25])[cH:9]2. The reactants are ice, [N+](=O)([O-])C(C)C (2-nitropropane), N1CCCCC1 (piperidine), [OH-].[Na+] (sodium hydroxide), aqueous solution, C=O (formaldehyde). Run at time 1 hour. Product: CC(CN1CCCCC1)(C)[N+](=O)[O-] (1-(2-Methyl-2-nitropropyl)piperidine). Reaction SMILES: [N+:1]([CH:4]([CH3:6])[CH3:5])([O-:3])=[O:2].[NH:7]1[CH2:12][CH2:11][CH2:10][CH2:9][CH2:8]1.[OH-].[Na+].[CH2:15]=O>>[CH3:5][C:4]([N+:1]([O-:3])=[O:2])([CH3:15])[CH2:6][N:7]1[CH2:12][CH2:11][CH2:10][CH2:9][CH2:8]1 |f:2.3|. Procedure: To a stirred ice cold solution of 2-nitropropane (10.0 g, 0.11 mol) and piperidine (11.1 mL, 1 equiv, 0.11 mol) was added dropwise a premixed solution of sodium hydroxide (0.5 mL, 5 N, 2 mol %) and a 37% aqueous solution of formaldehyde (8.4 mL g, 1 equiv, 0.11 mol) over 15 minutes maintaining an internal temperature between 10-15° C. The flask was removed from the ice bath and stirred at room temperature for 1 h. The reaction was then heated at 50° C. for 1 h. The biphasic mixture was cooled to... Starting materials: CCOCCn1c(N2CCCNCC2)nc2ccccc21, COc1cc(C(=O)N2CCC(CCOS(C)(=O)=O)(c3ccc(F)cc3)C2)cc(OC)c1OC, CC#N, CCN(C(C)C)C(C)C, ClCCl. The product is CCOCCn1c(N2CCCN(CCC3(c4ccc(F)cc4)CCN(C(=O)c4cc(OC)c(OC)c(OC)c4)C3)CC2)nc2ccccc21. RXN SMILES: [CH2:34]([CH3:35])[O:36][CH2:37][CH2:38][n:39]1[c:40]([N:48]2[CH2:49][CH2:50][NH:51][CH2:52][CH2:53][CH2:54]2)[n:41][c:42]2[c:43]1[cH:44][cH:45][cH:46][cH:47]2.[CH3:1][O:2][c:3]1[cH:4][c:5]([C:6](=[O:7])[N:8]2[CH2:9][C:10]([CH2:13][CH2:14][O:15][S:16]([CH3:17])(=[O:18])=[O:19])([c:20]3[cH:21][cH:22][c:23]([F:26])[cH:24][cH:25]3)[CH2:11][CH2:12]2)[cH:27][c:28]([O:32][CH3:33])[c:29]1[O:30][CH3:31].[CH3:64][C:65]#[N:66].[CH:55]([N:56]([CH2:57][CH3:58])[CH:59]([CH3:60])[CH3:61])([CH3:62])[CH3:63].[Cl:67][CH2:68][Cl:69]>>[CH3:1][O:2][c:3]1[cH:4][c:5]([C:6](=[O:7])[N:8]2[CH2:9][C:10]([CH2:13][CH2:14][N:51]3[CH2:50][CH2:49][N:48]([c:40]4[n:39]([CH2:38][CH2:37][O:36][CH2:34][CH3:35])[c:43]5[c:42]([n:41]4)[cH:47][cH:46][cH:45][cH:44]5)[CH2:54][CH2:53][CH2:52]3)([c:20]3[cH:21][cH:22][c:23]([F:26])[cH:24][cH:25]3)[CH2:11][CH2:12]2)[cH:27][c:28]([O:32][CH3:33])[c:29]1[O:30][CH3:31].